The task is: describe an organic reaction: reactants, conditions, products, and yield. This data is from the Open Reaction Database (ORD), a public repository of structured organic reaction records. The reactants are N1C=NC(=C1)CN1C([C@H](N=C(C2=C1C=CC=C2)C2=C(C=CC=C2)F)NC(=O)C=2NC1=CC=CC=C1C2)=O ((3S)-1,3-dihydro-1-(4-imidazolylmethyl) -3-(2-indolylcarbonylamino)-5-(2-fluorophenyl) -2H-1,4-benzodiazepine-2-one), Cl (hydrogen chloride). Solvent: CO (methanol), CCOCC (ether). Yields the product Cl.N1C=NC(=C1)CN1C([C@H](N=C(C2=C1C=CC=C2)C2=C(C=CC=C2)F)NC(=O)C=2NC1=CC=CC=C1C2)=O ((3S)-1,3-dihydro-1-(4-imidazolylmethyl)-3-(2-indolylcarbonylamino) -5-(2-fluorophenyl)-2H-1,4-benzodiazepine-2-one hydrochloride). As a reaction SMILES: [NH:1]1[CH:5]=[C:4]([CH2:6][N:7]2[C:13]3[CH:14]=[CH:15][CH:16]=[CH:17][C:12]=3[C:11]([C:18]3[CH:23]=[CH:22][CH:21]=[CH:20][C:19]=3[F:24])=[N:10][C@H:9]([NH:25][C:26]([C:28]3[NH:29][C:30]4[C:35]([CH:36]=3)=[CH:34][CH:33]=[CH:32][CH:31]=4)=[O:27])[C:8]2=[O:37])[N:3]=[CH:2]1.[ClH:38]>CO.CCOCC>[ClH:38].[NH:1]1[CH:5]=[C:4]([CH2:6][N:7]2[C:13]3[CH:14]=[CH:15][CH:16]=[CH:17][C:12]=3[C:11]([C:18]3[CH:23]=[CH:22][CH:21]=[CH:20][C:19]=3[F:24])=[N:10][C@H:9]([NH:25][C:26]([C:28]3[NH:29][C:30]4[C:35]([CH:36]=3)=[CH:34][CH:33]=[CH:32][CH:31]=4)=[O:27])[C:8]2=[O:37])[N:3]=[CH:2]1 |f:4.5|. Procedure: To a solution of (3S)-1,3-dihydro-1-(4-imidazolylmethyl) -3-(2-indolylcarbonylamino)-5-(2-fluorophenyl) -2H-1,4-benzodiazepine-2-one (215.1 mg) in methanol (5 ml) was added 6N-hydrogen chloride solution in ether (0.1 ml) under cooling. The clear yellow solution was evaporated to dryness under reduced pressure. The residue was triturated in ether to afford yellow powder, which was collected by filtration and washed twice with ether to give (3S)-1,3-dihydro-1-(4-imidazolylmethyl)-3-(2-indolylcarbo...